From a dataset of the Open Reaction Database (ORD), a public repository of structured organic reaction records. describe an organic reaction: reactants, conditions, products, and yield The reactants are C(C)(C)(C)OC(N[C@@H](CC1=CC2=CC=CC=C2C=C1)C(NCCCC[C@@H](CO)N(CC(C)C)S(=O)(=O)C1=CC=C(C=C1)N)=O)=O ((1S,5S)-(1-{5-[(4-amino-benzenesulfonyl)-isobutyl-amino]-6-hydroxy-hexylcarbamoyl}-2-naphthalen-2-yl-ethyl)-carbamic acid tert-butyl ester), Cl (HCl). The solvent is C(C)O (ethanol). Yields the product N[C@H](C(=O)NCCCC[C@@H](CO)N(CC(C)C)S(=O)(=O)C1=CC=C(C=C1)N)CC1=CC2=CC=CC=C2C=C1 ((2S,5S)-2-Amino-N-{5-[(4-amino-benzenesulfonyl)-isobutyl-amino]-6-hydroxy-hexyl}-3-naphthalen-2-yl-propionamide). Isolated yield 92.4%. As a reaction SMILES: C(OC(=O)[NH:7][C@H:8]([C:20](=[O:44])[NH:21][CH2:22][CH2:23][CH2:24][CH2:25][C@H:26]([N:29]([S:34]([C:37]1[CH:42]=[CH:41][C:40]([NH2:43])=[CH:39][CH:38]=1)(=[O:36])=[O:35])[CH2:30][CH:31]([CH3:33])[CH3:32])[CH2:27][OH:28])[CH2:9][C:10]1[CH:19]=[CH:18][C:17]2[C:12](=[CH:13][CH:14]=[CH:15][CH:16]=2)[CH:11]=1)(C)(C)C.Cl>C(O)C>[NH2:7][C@@H:8]([CH2:9][C:10]1[CH:19]=[CH:18][C:17]2[C:12](=[CH:13][CH:14]=[CH:15][CH:16]=2)[CH:11]=1)[C:20]([NH:21][CH2:22][CH2:23][CH2:24][CH2:25][C@H:26]([N:29]([S:34]([C:37]1[CH:38]=[CH:39][C:40]([NH2:43])=[CH:41][CH:42]=1)(=[O:36])=[O:35])[CH2:30][CH:31]([CH3:33])[CH3:32])[CH2:27][OH:28])=[O:44]. Procedure details: (1S,5S)-(1-{5-[(4-amino-benzenesulfonyl)-isobutyl-amino]-6-hydroxy-hexylcarbamoyl}-2-naphthalen-2-yl-ethyl)-carbamic acid tert-butyl ester (698 mg, 1.089 mmol) was added to 6 mL of ethanol and 6 mL of HCl. The mixture was stirred at room temperature until completion by TLC. The ethanol was evaporated and the acidic mixture was poured into an extracting funnel containing 75 mL of ethyl acetate and 50 mL of HCl 1M and separated. The aqueous layer was washed with ethyl acetate. The aqueous phase wa... Starting materials: CCOC(=O)Cc1ccc(OC)c(Oc2ccc(N)cc2CN(CC)C(C)=O)c1, O=C(Cl)c1ccc(Cl)cc1. The product is CCOC(=O)Cc1ccc(OC)c(Oc2ccc(NC(=O)c3ccc(Cl)cc3)cc2CN(CC)C(C)=O)c1. Reaction SMILES: [CH2:1]([CH3:2])[O:3][C:4]([CH2:5][c:6]1[cH:7][c:8]([O:14][c:15]2[c:16]([CH2:22][N:23]([CH2:24][CH3:25])[C:26]([CH3:27])=[O:28])[cH:17][c:18]([NH2:21])[cH:19][cH:20]2)[c:9]([O:12][CH3:13])[cH:10][cH:11]1)=[O:29].[Cl:30][C:31](=[O:32])[c:33]1[cH:34][cH:35][c:36]([Cl:37])[cH:38][cH:39]1>>[CH2:1]([CH3:2])[O:3][C:4]([CH2:5][c:6]1[cH:7][c:8]([O:14][c:15]2[c:16]([CH2:22][N:23]([CH2:24][CH3:25])[C:26]([CH3:27])=[O:28])[cH:17][c:18]([NH:21][C:31](=[O:32])[c:33]3[cH:34][cH:35][c:36]([Cl:37])[cH:38][cH:39]3)[cH:19][cH:20]2)[c:9]([O:12][CH3:13])[cH:10][cH:11]1)=[O:29]. RXN SMILES: Cl[C:2]1[CH:7]=[CH:6][N:5]=[C:4]([C:8]([N:10]2[C:18]3[C:13](=[CH:14][CH:15]=[CH:16][CH:17]=3)[CH2:12][CH2:11]2)=[O:9])[CH:3]=1.C(=O)([O-])[O-].[K+].[K+].[NH:25]1[CH2:30][CH2:29][CH:28]([N:31]2[CH2:37][CH2:36][C:35]3[CH:38]=[CH:39][CH:40]=[CH:41][C:34]=3[NH:33][C:32]2=[O:42])[CH2:27][CH2:26]1>C1COCC1>[N:10]1([C:8]([C:4]2[CH:3]=[C:2]([N:25]3[CH2:26][CH2:27][CH:28]([N:31]4[CH2:37][CH2:36][C:35]5[CH:38]=[CH:39][CH:40]=[CH:41][C:34]=5[NH:33][C:32]4=[O:42])[CH2:29][CH2:30]3)[CH:7]=[CH:6][N:5]=2)=[O:9])[C:18]2[C:13](=[CH:14][CH:15]=[CH:16][CH:17]=2)[CH2:12][CH2:11]1 |f:1.2.3|. The solvent is C1CCOC1 (THF). Procedure details: 110 mg (0.43 mmol) (4-chloro-pyridin-2-yl)-(2,3-dihydro-indol-1-yl)-methanone, 150 mg (1.0 mmol) potassium carbonate and 100 mg (0.41 mmol) 3-piperidin-4-yl-1,3,4,5-tetrahydro-1,3-benzodiazepin-2-one in 10 mL THF were refluxed for 3 days. Then the reaction mixture was evaporated down using the rotary evaporator, taken up in 20 mL xylene and refluxed for a further 3 days. The solid was filtered off and the filtrate evaporated down i. vac. The residue was dissolved in DMF and purified by preparati... Product: N1(CCC2=CC=CC=C12)C(=O)C1=NC=CC(=C1)N1CCC(CC1)N1C(NC2=C(CC1)C=CC=C2)=O (3-[2′-(2,3-dihydroindole-1-carbonyl)-3,4,5,6-tetrahydro-2H-1,4′-bipyridinyl-4-yl]-1,3,4,5-tetrahydro-1,3-benzodiazepin-2-one). Starting materials: ClC1=CC(=NC=C1)C(=O)N1CCC2=CC=CC=C12 ((4-chloro-pyridin-2-yl)-(2,3-dihydro-indol-1-yl)-methanone), C([O-])([O-])=O.[K+].[K+] (potassium carbonate), N1CCC(CC1)N1C(NC2=C(CC1)C=CC=C2)=O (3-piperidin-4-yl-1,3,4,5-tetrahydro-1,3-benzodiazepin-2-one). The reactants are NCCCCN (tetramethylene diamine), Grignard reagent, BrCC1=CC2=C(N(C(CO2)=O)CC2=CC=C(C=C2)OC)C=C1 (7-bromomethyl-4-p-methoxybenzyl-3-oxo-3,4-dihydro-2H-1,4-benzoxazine), [Cl-].[NH4+] (ammonium chloride), [OH-].[NH4+] (ammonium hydroxide), C[Si](C)(C)Cl (trimethylsilyl chloride), C(C=CC1=CC=CC=C1)(=O)OCC (ethyl cinnamate). Reagents/catalysts: [Cu]I (CuI). Solvent: O1CCCC1 (tetrahydrofuran), O1CCCC1 (tetrahydrofuran). Reaction conditions: time 15 minute. The product is O=C1COC2=C(N1CC1=CC=C(C=C1)OC)C=CC(=C2)CC(CC(=O)OCC)C2=CC=CC=C2 (Ethyl 4-[3-oxo-4-[p-methoxybenzyl]-3,4-dihydro-2H-1,4-benzoxazin-7-yl]-3-phenylbutanoate). RXN SMILES: NCCCCN.Br[CH2:8][C:9]1[CH:28]=[CH:27][C:12]2[N:13]([CH2:18][C:19]3[CH:24]=[CH:23][C:22]([O:25][CH3:26])=[CH:21][CH:20]=3)[C:14](=[O:17])[CH2:15][O:16][C:11]=2[CH:10]=1.C[Si](Cl)(C)C.[C:34]([O:44][CH2:45][CH3:46])(=[O:43])[CH:35]=[CH:36][C:37]1[CH:42]=[CH:41][CH:40]=[CH:39][CH:38]=1.[Cl-].[NH4+].[OH-].[NH4+]>O1CCCC1.[Cu]I>[O:17]=[C:14]1[N:13]([CH2:18][C:19]2[CH:24]=[CH:23][C:22]([O:25][CH3:26])=[CH:21][CH:20]=2)[C:12]2[CH:27]=[CH:28][C:9]([CH2:8][CH:36]([C:37]3[CH:38]=[CH:39][CH:40]=[CH:41][CH:42]=3)[CH2:35][C:34]([O:44][CH2:45][CH3:46])=[O:43])=[CH:10][C:11]=2[O:16][CH2:15]1 |f:4.5,6.7|. Procedure: To a suspension of CuI in dry tetrahydrofuran under argon are added 1.1 equivalents of tetramethylene diamine and the reaction mixture stirred at room temperature for 15 minutes. The solution is cooled to −78° C. and the Grignard reagent prepared from 7-bromomethyl-4-p-methoxybenzyl-3-oxo-3,4-dihydro-2H-1,4-benzoxazine is added and the reaction mixture stirred for 15 minutes. Then, 2 equivalents of trimethylsilyl chloride and a solution of ethyl cinnamate in tetrahydrofuran are added and the rea... The reactants are C(=O)(Cl)Cl (phosgene), C(C1=CC=CC=C1)N1CCC(CC1)NCCNC1=CC=CC=C1 (1-benzyl-4-(2-phenylamino-1-ethylamino)-piperidine). Run in C1(=CC=CC=C1)C (toluene), [OH-].[K+] (potassium hydroxide), [OH-].[K+] (potassium hydroxide). Product: C(C1=CC=CC=C1)N1CCC(CC1)N1C(N(CC1)C1=CC=CC=C1)=O (1-(1-benzyl-4-piperidinyl)-3-phenyl-2-imidazolidinone). The yield is 66.4%. Reaction SMILES: [C:1](Cl)(Cl)=[O:2].[CH2:5]([N:12]1[CH2:17][CH2:16][CH:15]([NH:18][CH2:19][CH2:20][NH:21][C:22]2[CH:27]=[CH:26][CH:25]=[CH:24][CH:23]=2)[CH2:14][CH2:13]1)[C:6]1[CH:11]=[CH:10][CH:9]=[CH:8][CH:7]=1>C1(C)C=CC=CC=1.[OH-].[K+]>[CH2:5]([N:12]1[CH2:13][CH2:14][CH:15]([N:18]2[CH2:19][CH2:20][N:21]([C:22]3[CH:23]=[CH:24][CH:25]=[CH:26][CH:27]=3)[C:1]2=[O:2])[CH2:16][CH2:17]1)[C:6]1[CH:7]=[CH:8][CH:9]=[CH:10][CH:11]=1 |f:3.4|. Reported procedure: With stirring, 15 g of phosgene are introduced at 5° to 10° C in the course of 1 hour into a suspension of 10 g of 1-benzyl-4-(2-phenylamino-1-ethylamino)-piperidine in 100 ml of toluene and 48.5 ml of 3N potassium hydroxide solution. After stirring for 2 hours at 5° to 10° C, the reaction mixture is made alkaline with 43 ml of 6N potassium hydroxide solution and brought to room temperature. After it has been stirred for a further 15 hours at room temperature, the reaction mixture is filtered wi...